From a dataset of the Open Reaction Database (ORD), a public repository of structured organic reaction records. describe an organic reaction: reactants, conditions, products, and yield Reactants: BrCC1=C(C#N)C=CC(=C1)F (2-(bromomethyl)-4-fluorobenzonitrile), C[O-].[Na+] (sodium methoxide). Run in CO (methanol). Conditions: time 1 hour. Product: FC1=CC(=C(C#N)C=C1)COC (4-fluoro-2-(methoxymethyl)benzonitrile). Isolated yield 28.7%. As a reaction SMILES: Br[CH2:2][C:3]1[CH:10]=[C:9]([F:11])[CH:8]=[CH:7][C:4]=1[C:5]#[N:6].[CH3:12][O-:13].[Na+]>CO>[F:11][C:9]1[CH:8]=[CH:7][C:4]([C:5]#[N:6])=[C:3]([CH2:2][O:13][CH3:12])[CH:10]=1 |f:1.2|. Reported procedure: A solution of 2-(bromomethyl)-4-fluorobenzonitrile (501 mg, 2.3 mmol) in methanol (5 mL) was treated with sodium methoxide (5.6 mL of 0.5 M solution in methanol, 2.81 mmol) and stirred for 1 hour at room temperature then heated to 55° C. for 2 hours. The mixture was cooled to room temperature, condensed to dryness and directly purified by normal phase flash column chromatography on a 20 g silica gel column (5-60% ethyl acetate/hexanes gradient). Pure fractions were pooled and concentrated in vac... The reactants are OCCCCCCCC1C2(OCCO2)CCC1C=CC(=O)C1=CC=CC=C1 (6-(7-hydroxyheptyl)-7-(3-phenyl-3-oxoprop-1-enyl)-1,4-dioxaspiro[4,4]nonane). The solvent is Cl (hydrochloric acid). Reaction conditions: time 1 hour. Yields the product O=C(C=CC1CCC(C1CCCCCCCO)=O)C1=CC=CC=C1 (7-[5-(3-oxo-3-phenylprop-1-enyl)-2-oxocyclopentyl]heptanol). The yield is 18.1%. Reaction SMILES: [OH:1][CH2:2][CH2:3][CH2:4][CH2:5][CH2:6][CH2:7][CH2:8][CH:9]1[CH:17]([CH:18]=[CH:19][C:20]([C:22]2[CH:27]=[CH:26][CH:25]=[CH:24][CH:23]=2)=[O:21])[CH2:16][CH2:15][C:10]21OCC[O:11]2>Cl>[O:21]=[C:20]([C:22]1[CH:23]=[CH:24][CH:25]=[CH:26][CH:27]=1)[CH:19]=[CH:18][CH:17]1[CH:9]([CH2:8][CH2:7][CH2:6][CH2:5][CH2:4][CH2:3][CH2:2][OH:1])[C:10](=[O:11])[CH2:15][CH2:16]1. Reported procedure: A suspension of 6-(7-hydroxyheptyl)-7-(3-phenyl-3-oxoprop-1-enyl)-1,4-dioxaspiro[4,4]nonane [1.0 g; prepared as hereinafter described in Example 9(ii)] at dilute hydrochloric acid (2N; 30 ml.) was stirred in 60°-65° C. for 1 hour. The mixture was extracted with diethyl ether and then the combined ethereal extracts were washed with aqueous sodium bicarbonate solution (10% w/v) and then with water, and then dried over anhydrous magnesium sulphate. The solution was evaporated and the residue was pu... Reactants: C1(=CC=CC=C1)[C@@H](C)OC(N[C@@H]1C(C2=CC(=CC=C2C[C@H]1OC)C(N)=O)(CC)CC)=O (((2R,3R)-7-Carbamoyl-1,1-diethyl-3-methoxy-1,2,3,4-tetrahydro-naphthalen-2-yl)-carbamic acid (R)-1-phenyl-ethyl ester), Cl (HCl), O1CCOCC1 (dioxane). Reaction conditions: time 24 hour. The product is N[C@H]1[C@@H](CC=2C=CC(=CC2C1(CC)CC)C(=O)N)OC ((6R,7R)-7-Amino-8,8-diethyl-6-methoxy-5,6,7,8-tetrahydro-naphthalene-2-carboxylic acid amide), hydrochloride salt. RXN SMILES: C1([C@H](OC(=O)[NH:11][C@H:12]2[C@H:21]([O:22][CH3:23])[CH2:20][C:19]3[C:14](=[CH:15][C:16]([C:24](=[O:26])[NH2:25])=[CH:17][CH:18]=3)[C:13]2([CH2:29][CH3:30])[CH2:27][CH3:28])C)C=CC=CC=1.Cl.O1CCOCC1>>[NH2:11][C@@H:12]1[C:13]([CH2:27][CH3:28])([CH2:29][CH3:30])[C:14]2[CH:15]=[C:16]([C:24]([NH2:25])=[O:26])[CH:17]=[CH:18][C:19]=2[CH2:20][C@H:21]1[O:22][CH3:23]. Reported procedure: ((2R,3R)-7-Carbamoyl-1,1-diethyl-3-methoxy-1,2,3,4-tetrahydro-naphthalen-2-yl)-carbamic acid (R)-1-phenyl-ethyl ester (1.7 g, 4.0 mmol) was treated with 4.0 N HCl in dioxane (20 mL, 80 mmol) and stirred at RT. After 24 h, the solvent was removed at reduced pressure and the residual solid was triturated with 50% dichloromethane in hexane (15 mL). The solid was collected on a Buchner funnel, rinsed with 50% dichloromethane in hexane (10 mL) and dried under vacuum to give the title compound as the ... The reactants are Cl.CC=1N=CNC1CO (4-methyl-5-hydroxymethylimidazole hydrochloride), C(CSS(=O)(=O)O)N (2-aminoethanethiolsulfuric acid). Run in C(C)(=O)O (acetic acid). Yields the product CC=1N=CNC1CSCCN (4-methyl-5-[(2-aminoethyl)thiomethyl]imidazole), product. Yield: 86.2%. RXN SMILES: Cl.[CH3:2][C:3]1[N:4]=[CH:5][NH:6][C:7]=1[CH2:8]O.[CH2:10]([NH2:17])[CH2:11][S:12]S(O)(=O)=O>C(O)(=O)C>[CH3:2][C:3]1[N:4]=[CH:5][NH:6][C:7]=1[CH2:8][S:12][CH2:11][CH2:10][NH2:17] |f:0.1|. Procedure: 9.0 g of 4-methyl-5-hydroxymethylimidazole hydrochloride and 10.2 g of 2-aminoethanethiolsulfuric acid are heated at reflux for 80 minutes in 50 ml of acetic acid, and the reaction mixture is concentrated, passed through 250 ml of a strongly basic anion exchange resin (trade name: Amberlite IRA-410[OH- ]) and eluted with water. The eluate is concentrated under reduced pressure and dried to yield 8.93 g of 4-methyl-5-[(2-aminoethyl)thiomethyl]imidazole as an oily product (yield: 86.2%). The reactants are NC1=C2C=CN(C(C2=CC=C1)=O)CCO (5-Amino-2-(2-hydroxyethyl)isoquinolin-1(2H)-one), N(=O)[O-].[Na+] (sodium nitrite), CS(=O)C (dimethyl sulfoxide), I (hydrogen iodide), CS(=O)C (dimethyl sulfoxide), C(=O)(O)[O-].[Na+] (NaHCO3). Run at time 1 hour. Product: OCCN1C(C2=CC=CC(=C2C=C1)I)=O (2-(2-hydroxyethyl)-5-iodoisoquinolin-1(2H)-one). As a reaction SMILES: N[C:2]1[CH:11]=[CH:10][CH:9]=[C:8]2[C:3]=1[CH:4]=[CH:5][N:6]([CH2:13][CH2:14][OH:15])[C:7]2=[O:12].N([O-])=O.[Na+].CS(C)=O.[IH:24].C([O-])(O)=O.[Na+]>>[OH:15][CH2:14][CH2:13][N:6]1[CH:5]=[CH:4][C:3]2[C:8](=[CH:9][CH:10]=[CH:11][C:2]=2[I:24])[C:7]1=[O:12] |f:1.2,5.6|. Procedure details: 5-Amino-2-(2-hydroxyethyl)isoquinolin-1(2H)-one (1.62 g, 0.00793 mol) was added to a solution of sodium nitrite (2 g, 0.03 mol) in dimethyl sulfoxide (40 mL, 0.5 mol) at 35° C. Aqueous hydrogen iodide (4 mL, 0.03 mol) in dimethyl sulfoxide (40 mL, 0.5 mol) was added, and the reaction mixture was stirred for 1 hour. The cooled reaction mixture was neutralized with sat. aq. NaHCO3 and extracted with methylene chloride (3×50 mL). The combined methylene chloride extracts were washed with brine, drie... Starting materials: CC(=O)c1ccc2c(c1)C(NC(=O)c1ccc(F)c(Cl)c1)C(O)C(C)(C)O2, CC#N, O=C(O[IH2](OC(=O)C(F)(F)F)c1ccccc1)C(F)(F)F, O, O=C(O)C(F)(F)F. Yields the product CC1(C)Oc2ccc(C(=O)CO)cc2C(NC(=O)c2ccc(F)c(Cl)c2)C1O. RXN SMILES: [C:1]([CH3:2])(=[O:3])[c:4]1[cH:5][cH:6][c:7]2[c:8]([cH:27]1)[CH:9]([NH:16][C:17]([c:18]1[cH:19][c:20]([Cl:25])[c:21]([F:24])[cH:22][cH:23]1)=[O:26])[CH:10]([OH:15])[C:11]([CH3:13])([CH3:14])[O:12]2.[CH3:57][C:58]#[N:59].[F:36][C:37]([F:38])([F:39])[C:40]([O:41][IH2:42]([c:43]1[cH:44][cH:45][cH:46][cH:47][cH:48]1)[O:49][C:50](=[O:51])[C:52]([F:53])([F:54])[F:55])=[O:56].[OH2:28].[OH:29][C:30]([C:31]([F:32])([F:33])[F:34])=[O:35]>>[C:1]([CH2:2][OH:29])(=[O:3])[c:4]1[cH:5][cH:6][c:7]2[c:8]([cH:27]1)[CH:9]([NH:16][C:17]([c:18]1[cH:19][c:20]([Cl:25])[c:21]([F:24])[cH:22][cH:23]1)=[O:26])[CH:10]([OH:15])[C:11]([CH3:13])([CH3:14])[O:12]2.